From a dataset of the Open Reaction Database (ORD), a public repository of structured organic reaction records. describe an organic reaction: reactants, conditions, products, and yield Conditions: time 30 minute. Reaction SMILES: [Cl:1][C:2]1[C:7]([C:8]2[CH:13]=[CH:12][CH:11]=[C:10]([CH:14]=O)[CH:9]=2)=[CH:6][C:5]([CH2:16][NH:17][C:18]([C:20]2[CH:25]=[CH:24][CH:23]=[C:22]([C:26]([NH:28][CH2:29][C:30]3[C:31]([NH:43][CH:44]4[CH2:49][CH2:48][O:47][CH2:46][CH2:45]4)=[C:32]4[CH:40]=[N:39][N:38]([CH2:41][CH3:42])[C:33]4=[N:34][C:35]=3[CH2:36][CH3:37])=[O:27])[CH:21]=2)=[O:19])=[CH:4][CH:3]=1.[C@H:50]12[CH2:56][C@H:53]([NH:54][CH2:55]1)[CH2:52][N:51]2C([O-])=O.C(O)(=O)C.C(O[BH-](OC(=O)C)OC(=O)C)(=O)C.[Na+].C(O)(C(F)(F)F)=O>ClCCCl.C(Cl)Cl>[Cl:1][C:2]1[C:7]([C:8]2[CH:13]=[CH:12][CH:11]=[C:10]([CH2:14][N:51]3[CH2:52][C@@H:53]4[CH2:56][C@H:50]3[CH2:55][NH:54]4)[CH:9]=2)=[CH:6][C:5]([CH2:16][NH:17][C:18]([C:20]2[CH:25]=[CH:24][CH:23]=[C:22]([C:26]([NH:28][CH2:29][C:30]3[C:31]([NH:43][CH:44]4[CH2:45][CH2:46][O:47][CH2:48][CH2:49]4)=[C:32]4[CH:40]=[N:39][N:38]([CH2:41][CH3:42])[C:33]4=[N:34][C:35]=3[CH2:36][CH3:37])=[O:27])[CH:21]=2)=[O:19])=[CH:4][CH:3]=1 |f:3.4|. Product: ClC1=CC=C(C=C1C1=CC(=CC=C1)CN1[C@@H]2CN[C@H](C1)C2)CNC(=O)C2=CC(=CC=C2)C(=O)NCC=2C(=C1C(=NC2CC)N(N=C1)CC)NC1CCOCC1 (N-({6-Chloro-3′-[(1S,4S)-2,5-diazabicyclo [2.2.1]hept-2-ylmethyl]-3-biphenylyl}methyl)-N′-{[1,6-diethyl-4-(tetrahydro-2H-pyran-4-ylamino)-1H-pyrazolo[3,4-b]pyridin-5-yl]methyl}-1,3-benzenedicarboxamide). Run in C(Cl)Cl (CH2Cl2), ClCCCl (1,2-dichloroethane). Starting materials: ClC1=CC=C(C=C1C1=CC(=CC=C1)C=O)CNC(=O)C1=CC(=CC=C1)C(=O)NCC=1C(=C2C(=NC1CC)N(N=C2)CC)NC2CCOCC2 (N-[(6-Chloro-3′-formyl-3-biphenylyl)methyl]-N′-{[1,6-diethyl-4-(tetrahydro-2H-pyran-4-ylamino)-1H-pyrazolo[3,4-b]pyridin-5-yl]methyl}-1,3-benzenedicarboxamide), C(C)(=O)O[BH-](OC(C)=O)OC(C)=O.[Na+] (Sodium triacetoxyborohydride), C(=O)(C(F)(F)F)O (TFA), [C@@H]12N(C[C@@H](NC1)C2)C(=O)[O-] ((1S,4S)-2,5-diazabicyclo[2.2.1]heptane-2-carboxylate), C(C)(=O)O (acetic acid). Procedure: N-[(6-Chloro-3′-formyl-3-biphenylyl)methyl]-N′-{[1,6-diethyl-4-(tetrahydro-2H-pyran-4-ylamino)-1H-pyrazolo[3,4-b]pyridin-5-yl]methyl}-1,3-benzenedicarboxamide (0.034 g, 0.05 mmol), (1S,4S)-2,5-diazabicyclo[2.2.1]heptane-2-carboxylate (0.0119 g, 0.06 mmol), and acetic acid (0.0036 g, 0.06 mmol) were combined in 1,2-dichloroethane (2 mL), and the mixture stirred for 30 min. Sodium triacetoxyborohydride (0.0148 g, 0.07 mmol) was added and the mixture stirred overnight at room temperature. Solvents ... Reactants: C1CCOC1, Cc1onc(-c2cccc(F)c2)c1CO, O=C1NC(=O)c2ccccc21, CCOC(=O)N=NC(=O)OCC, c1ccc(P(c2ccccc2)c2ccccc2)cc1. Yields the product Cc1onc(-c2cccc(F)c2)c1CN1C(=O)c2ccccc2C1=O. As a reaction SMILES: [CH2:58]1[O:59][CH2:60][CH2:61][CH2:62]1.[F:1][c:2]1[cH:3][c:4](-[c:8]2[n:9][o:10][c:11]([CH3:15])[c:12]2[CH2:13][OH:14])[cH:5][cH:6][cH:7]1.[O:16]=[C:17]1[NH:18][C:19](=[O:20])[c:21]2[cH:22][cH:23][cH:24][cH:25][c:26]21.[O:46]=[C:47]([O:48][CH2:49][CH3:50])[N:51]=[N:52][C:53]([O:54][CH2:55][CH3:56])=[O:57].[c:27]1([P:28]([c:29]2[cH:30][cH:31][cH:32][cH:33][cH:34]2)[c:35]2[cH:36][cH:37][cH:38][cH:39][cH:40]2)[cH:41][cH:42][cH:43][cH:44][cH:45]1>>[F:1][c:2]1[cH:3][c:4](-[c:8]2[n:9][o:10][c:11]([CH3:15])[c:12]2[CH2:13][N:18]2[C:17](=[O:16])[c:26]3[c:21]([cH:22][cH:23][cH:24][cH:25]3)[C:19]2=[O:20])[cH:5][cH:6][cH:7]1.